This data is from the Open Reaction Database (ORD), a public repository of structured organic reaction records. The task is: describe an organic reaction: reactants, conditions, products, and yield Starting materials: CCOC(C)=O, CCO, CC1CC2C3CCC4=CC(=O)C=CC4(C)C3(F)C(O)CC2(C)C1(O)C(=O)CO, ClCCl, [H][H]. Product: CC1CC2C3CCC4=CC(=O)CCC4(C)C3(F)C(O)CC2(C)C1(O)C(=O)CO. Reaction SMILES: [CH3:31][CH2:32][O:33][C:34]([CH3:35])=[O:36].[CH3:37][CH2:38][OH:39].[CH:1]12[CH2:2][CH:3]([CH3:4])[C:5]([OH:6])([C:7](=[O:8])[CH2:9][OH:10])[C:11]1([CH3:12])[CH2:13][CH:14]([OH:15])[C:16]1([F:17])[CH:18]2[CH2:19][CH2:20][C:21]2=[CH:22][C:23](=[O:24])[CH:25]=[CH:26][C:27]12[CH3:28].[Cl:40][CH2:41][Cl:42].[H:29][H:30]>>[CH:1]12[CH2:2][CH:3]([CH3:4])[C:5]([OH:6])([C:7](=[O:8])[CH2:9][OH:10])[C:11]1([CH3:12])[CH2:13][CH:14]([OH:15])[C:16]1([F:17])[CH:18]2[CH2:19][CH2:20][C:21]2=[CH:22][C:23](=[O:24])[CH2:25][CH2:26][C:27]12[CH3:28]. Reactants: FC(C(=O)O)(F)F (trifluoroacetic acid), C(C)(C)(C)OC(CN1C(=NN(C1=O)CC(NCC1=CC(=CC=C1)C(F)(F)F)=O)C1=CC=C(C=C1)Cl)=O (tert.-butyl[3-(4-chlorophenyl)-5-oxo-1-(2-oxo-2-{[3-(trifluoromethyl)-benzyl]amino}ethyl)-1,5-dihydro-4H-1,2,4-triazol-4-yl]-acetate), C1(=CC=CC=C1)C (toluene). The solvent is ClCCl (dichloromethane). Conditions: time 24 hour. Product: ClC1=CC=C(C=C1)C1=NN(C(N1CC(=O)O)=O)CC(NCC1=CC(=CC=C1)C(F)(F)F)=O ([3-(4-chlorophenyl)-5-oxo-1-(2-oxo-2-[3-(trifluoromethyl)benzyl]aminoethyl)-1,5-dihydro-4H-1,2,4-triazol-4-yl]-acetic acid). Reaction SMILES: C([O:5][C:6](=[O:36])[CH2:7][N:8]1[C:12](=[O:13])[N:11]([CH2:14][C:15](=[O:28])[NH:16][CH2:17][C:18]2[CH:23]=[CH:22][CH:21]=[C:20]([C:24]([F:27])([F:26])[F:25])[CH:19]=2)[N:10]=[C:9]1[C:29]1[CH:34]=[CH:33][C:32]([Cl:35])=[CH:31][CH:30]=1)(C)(C)C.FC(F)(F)C(O)=O.C1(C)C=CC=CC=1>ClCCl>[Cl:35][C:32]1[CH:33]=[CH:34][C:29]([C:9]2[N:8]([CH2:7][C:6]([OH:36])=[O:5])[C:12](=[O:13])[N:11]([CH2:14][C:15](=[O:28])[NH:16][CH2:17][C:18]3[CH:23]=[CH:22][CH:21]=[C:20]([C:24]([F:26])([F:27])[F:25])[CH:19]=3)[N:10]=2)=[CH:30][CH:31]=1. Reported procedure: 119 mg (0.23 mmol) of tert.-butyl[3-(4-chlorophenyl)-5-oxo-1-(2-oxo-2-{[3-(trifluoromethyl)-benzyl]amino}ethyl)-1,5-dihydro-4H-1,2,4-triazol-4-yl]-acetate from Example 420 are dissolved in 9 ml of dichloromethane and treated with 3 ml of trifluoroacetic acid. This is stirred for 24 hrs at RT. The reaction mixture is then treated with 10 ml of toluene and concentrated under reduced pressure. A further 10 ml of toluene are added, and the mixture again evaporated. This procedure is repeated once ag... The reactants are Cc1ccoc1C(=O)Nc1cccc(C#Cc2cncc(C(=O)N=S(C)(=O)c3ccc(CCC(=O)O)cc3)c2)c1, CCN=C=NCCCN(C)C, CN(C)c1ccncc1, CCOC(C)=O, CN(C)C=O, OCCO. The product is Cc1ccoc1C(=O)Nc1cccc(C#Cc2cncc(C(=O)N=S(C)(=O)c3ccc(CCC(=O)OCCO)cc3)c2)c1. Reaction SMILES: [CH3:1][S:2](=[O:3])(=[N:4][C:5](=[O:6])[c:7]1[cH:8][n:9][cH:10][c:11]([C:13]#[C:14][c:15]2[cH:16][c:17]([NH:21][C:22](=[O:23])[c:24]3[o:25][cH:26][cH:27][c:28]3[CH3:29])[cH:18][cH:19][cH:20]2)[cH:12]1)[c:30]1[cH:31][cH:32][c:33]([CH2:36][CH2:37][C:38](=[O:39])[OH:40])[cH:34][cH:35]1.[CH3:41][CH2:42][N:43]=[C:44]=[N:45][CH2:46][CH2:47][CH2:48][N:49]([CH3:50])[CH3:51].[CH3:61][N:62]([c:63]1[cH:64][cH:65][n:66][cH:67][cH:68]1)[CH3:69].[CH3:70][CH2:71][O:72][C:73]([CH3:74])=[O:75].[O:56]=[CH:57][N:58]([CH3:59])[CH3:60].[OH:52][CH2:53][CH2:54][OH:55]>>[CH3:1][S:2](=[O:3])(=[N:4][C:5](=[O:6])[c:7]1[cH:8][n:9][cH:10][c:11]([C:13]#[C:14][c:15]2[cH:16][c:17]([NH:21][C:22](=[O:23])[c:24]3[o:25][cH:26][cH:27][c:28]3[CH3:29])[cH:18][cH:19][cH:20]2)[cH:12]1)[c:30]1[cH:31][cH:32][c:33]([CH2:36][CH2:37][C:38](=[O:39])[O:40][CH2:54][CH2:53][OH:52])[cH:34][cH:35]1. The reactants are CC(N)C(=O)OC(C)(C)C, CC#N, [I-], CCOC(=O)C(CCBr)N=[N+]=[N-], [Na+]. Product: CC(C(=O)OC(C)(C)C)N1CCC(N=[N+]=[N-])C1=O. RXN SMILES: [C:1]([CH3:2])([CH3:3])([CH3:4])[O:5][C:6]([CH:7]([NH2:8])[CH3:9])=[O:10].[CH3:25][C:26]#[N:27].[I-:24].[N:11](=[N+:12]=[N-:13])[CH:14]([C:15](=[O:16])[O:18][CH2:19][CH3:22])[CH2:20][CH2:21][Br:17].[Na+:23]>>[C:1]([CH3:2])([CH3:3])([CH3:4])[O:5][C:6]([CH:7]([N:8]1[C:15](=[O:16])[CH:14]([N:11]=[N+:12]=[N-:13])[CH2:20][CH2:21]1)[CH3:9])=[O:10].